This data is from the Open Reaction Database (ORD), a public repository of structured organic reaction records. The task is: describe an organic reaction: reactants, conditions, products, and yield Starting materials: C(N)(=O)C1=C(C=2N(N=C1)C=C(C2)C=2C=NC(=CC2)CNC(COC)=O)N[C@@H]2CN(C[C@@H]2CC)C(=O)OCC2=CC=CC=C2 ((3S,4S)-benzyl 3-((3-carbamoyl-6-(6-((2-methoxyacetamido)methyl)pyridin-3-yl)pyrrolo[1,2-b]pyridazin-4-yl)amino)-4-ethylpyrrolidine-1-carboxylate), [Si](C)(C)(C)I (TMS-I). Solvent: C(C)#N (acetonitrile). Conditions: temperature 0 celsius, time 15 minute. Product: C(C)[C@@H]1[C@@H](CNC1)NC=1C=2N(N=CC1C(=O)N)C=C(C2)C=2C=NC(=CC2)CNC(COC)=O (4-(((3S,4S)-4-ethylpyrrolidin-3-yl)amino)-6-(6-((2-methoxyacetamido)methyl)pyridin-3-yl)pyrrolo[1,2-b]pyridazine-3-carboxamide), 2hydroiodide. Isolated yield 113.0%. Reaction SMILES: [C:1]([C:4]1[CH:9]=[N:8][N:7]2[CH:10]=[C:11]([C:13]3[CH:14]=[N:15][C:16]([CH2:19][NH:20][C:21](=[O:25])[CH2:22][O:23][CH3:24])=[CH:17][CH:18]=3)[CH:12]=[C:6]2[C:5]=1[NH:26][C@H:27]1[C@@H:31]([CH2:32][CH3:33])[CH2:30][N:29](C(OCC2C=CC=CC=2)=O)[CH2:28]1)(=[O:3])[NH2:2].[Si](I)(C)(C)C>C(#N)C>[CH2:32]([C@H:31]1[CH2:30][NH:29][CH2:28][C@H:27]1[NH:26][C:5]1[C:6]2[N:7]([CH:10]=[C:11]([C:13]3[CH:14]=[N:15][C:16]([CH2:19][NH:20][C:21](=[O:25])[CH2:22][O:23][CH3:24])=[CH:17][CH:18]=3)[CH:12]=2)[N:8]=[CH:9][C:4]=1[C:1]([NH2:2])=[O:3])[CH3:33]. Procedure: To a suspension of (3S,4S)-benzyl 3-((3-carbamoyl-6-(6-((2-methoxyacetamido)methyl)pyridin-3-yl)pyrrolo[1,2-b]pyridazin-4-yl)amino)-4-ethylpyrrolidine-1-carboxylate (203 mg, 0.347 mmol) in acetonitrile (8 mL) at 0° C. was added TMS-I (0.189 mL, 1.386 mmol) and after stirring 15 minutes at 0° C., the cooling bath was removed. After stirring 4 hr at rt, the reaction mixture was re-cooled to 0° C. and 2 ml of MeOH were added. The mixture was allowed to warm to rt with stirring over 2 hr. At this ti...